This data is from the Open Reaction Database (ORD), a public repository of structured organic reaction records. The task is: describe an organic reaction: reactants, conditions, products, and yield Starting materials: CSC1C(=O)Nc2cccc(C(=O)c3ccccc3)c21, C1CCOC1. Product: O=C1Cc2c(cccc2C(=O)c2ccccc2)N1. Reaction SMILES: [C:1]([c:2]1[cH:3][cH:4][cH:5][cH:6][cH:7]1)(=[O:8])[c:9]1[c:10]2[c:14]([cH:15][cH:16][cH:17]1)[NH:13][C:12](=[O:18])[CH:11]2[S:19][CH3:20].[O:21]1[CH2:22][CH2:23][CH2:24][CH2:25]1>>[C:1]([c:2]1[cH:3][cH:4][cH:5][cH:6][cH:7]1)(=[O:8])[c:9]1[c:10]2[c:14]([cH:15][cH:16][cH:17]1)[NH:13][C:12](=[O:18])[CH2:11]2. Reactants: NC=1SC(=C(N1)C)C(=O)NCC1=CC=CC=C1 (2-amino-N-benzyl-4-methylthiazole-5-carboxamide), C(=O)(N1C=NC=C1)N1C=NC=C1 (1,1′-carbonyldiimidazole), COC(CNC1=CC=C(C=C1)F)OC (N-(2,2-dimethoxyethyl)-4-fluoroaniline). Run in O1CCCC1 (tetrahydrofuran). Reaction conditions: time 11 hour. Yields the product C(C1=CC=CC=C1)NC(=O)C1=C(N=C(S1)NC(=O)N(C1=CC=C(C=C1)F)CC(OC)OC)C (N-benzyl-2-(3-(2,2-dimethoxyethyl)-3-(4-fluorophenyl)ureido)-4-methylthiazole-5-carboxamide). The yield is 68.0%. Reaction SMILES: [NH2:1][C:2]1[S:3][C:4]([C:8]([NH:10][CH2:11][C:12]2[CH:17]=[CH:16][CH:15]=[CH:14][CH:13]=2)=[O:9])=[C:5]([CH3:7])[N:6]=1.[C:18](N1C=CN=C1)(N1C=CN=C1)=[O:19].[CH3:30][O:31][CH:32]([O:42][CH3:43])[CH2:33][NH:34][C:35]1[CH:40]=[CH:39][C:38]([F:41])=[CH:37][CH:36]=1>O1CCCC1>[CH2:11]([NH:10][C:8]([C:4]1[S:3][C:2]([NH:1][C:18]([N:34]([CH2:33][CH:32]([O:31][CH3:30])[O:42][CH3:43])[C:35]2[CH:40]=[CH:39][C:38]([F:41])=[CH:37][CH:36]=2)=[O:19])=[N:6][C:5]=1[CH3:7])=[O:9])[C:12]1[CH:17]=[CH:16][CH:15]=[CH:14][CH:13]=1. Reported procedure: To a solution of 2-amino-N-benzyl-4-methylthiazole-5-carboxamide (0.37 g, 1.50 mmol) in tetrahydrofuran (20 mL) was added 1,1′-carbonyldiimidazole (0.31 g, 1.91 mmol) at ambient temperature. The resulting reaction mixture was stirred at ambient temperature for 11 hours, followed by the addition of N-(2,2-dimethoxyethyl)-4-fluoroaniline (0.40 g, 2.00 mmol). The reaction mixture was kept stirring for 17 hour at ambient temperature. The solvent was removed in vacuo, and the residue was purified by ...